Dataset: the Open Reaction Database (ORD), a public repository of structured organic reaction records. Task: describe an organic reaction: reactants, conditions, products, and yield Starting materials: NNC(=S)N (Thiosemicarbazide), O=C(CCC(=O)N(C)C)C1=CC=CC=C1 (4-oxo-N,N-dimethyl-4-phenyl-butyramide), Cl (HCl), O (water). Reported procedure: Thiosemicarbazide (2.75 g, 30.2 mmol) was added to a solution of 4-oxo-N,N-dimethyl-4-phenyl-butyramide (3.80 g, 18.5 mmol), prepared in the previous step, in 65 ml of methanol plus 5 ml of 1 N HCl plus 5 ml of water and the reaction stirred at room temperature for 28 hours. The solid present was collected by filtration to give4.76 g of a white solid. The solid was triturated with water and then dried to give the title compound (4.53 g, 88%) as a white solid, mp 173-175° C. As a reaction SMILES: [NH2:1][NH:2][C:3]([NH2:5])=[S:4].O=[C:7]([C:15]1[CH:20]=[CH:19][CH:18]=[CH:17][CH:16]=1)[CH2:8][CH2:9][C:10]([N:12]([CH3:14])[CH3:13])=[O:11].Cl.O>CO>[NH2:5][C:3]([NH:2][N:1]=[C:7]([C:15]1[CH:16]=[CH:17][CH:18]=[CH:19][CH:20]=1)[CH2:8][CH2:9][C:10]([N:12]([CH3:14])[CH3:13])=[O:11])=[S:4]. Run in CO (methanol). Product: NC(=S)NN=C(CCC(=O)N(C)C)C1=CC=CC=C1 (4-[(Aminothioxomethyl)hydrazono]-N,N-dimethyl-4-phenylbutanamide). Yield: 88.0%. Starting materials: O=C([O-])[O-], CCCBr, CC(C)=O, CN(C)C=O, [I-], [K+], [K+], [K+], COc1cccc(O)c1C=O. Yields the product CCCOc1cccc(OC)c1C=O. RXN SMILES: [C:16](=[O:17])([O-:18])[O-:19].[CH2:1]([CH2:2][CH3:3])[Br:4].[CH3:24][C:25](=[O:26])[CH3:27].[CH3:28][N:29]([CH3:30])[CH:31]=[O:32].[I-:23].[K+:20].[K+:21].[K+:22].[OH:5][c:6]1[c:7]([CH:8]=[O:9])[c:10]([O:14][CH3:15])[cH:11][cH:12][cH:13]1>>[CH2:1]([CH2:2][CH3:3])[O:5][c:6]1[c:7]([CH:8]=[O:9])[c:10]([O:14][CH3:15])[cH:11][cH:12][cH:13]1. Starting materials: CCOC(=O)CCCCOc1ccc(Br)cc1C=O, O=C([O-])[O-], CCCCOCCOc1ccc(OB(O)O)cc1, Cc1ccccc1, CCO, [K+], [K+], O. Yields the product CCCCOCCOc1ccc(-c2ccc(OCCCCC(=O)OCC)c(C=O)c2)cc1. As a reaction SMILES: [Br:1][c:2]1[cH:3][c:4]([CH:18]=[O:19])[c:5]([O:6][CH2:7][CH2:8][CH2:9][CH2:10][C:11](=[O:12])[O:13][CH2:14][CH3:15])[cH:16][cH:17]1.[C:38](=[O:39])([O-:40])[O-:41].[CH2:20]([CH2:21][CH2:22][CH3:23])[O:24][CH2:25][CH2:26][O:27][c:28]1[cH:29][cH:30][c:31]([O:34][B:35]([OH:36])[OH:37])[cH:32][cH:33]1.[CH3:44][c:45]1[cH:46][cH:47][cH:48][cH:49][cH:50]1.[CH3:51][CH2:52][OH:53].[K+:42].[K+:43].[OH2:54]>>[c:2]1(-[c:31]2[cH:30][cH:29][c:28]([O:27][CH2:26][CH2:25][O:24][CH2:20][CH2:21][CH2:22][CH3:23])[cH:33][cH:32]2)[cH:3][c:4]([CH:18]=[O:19])[c:5]([O:6][CH2:7][CH2:8][CH2:9][CH2:10][C:11](=[O:12])[O:13][CH2:14][CH3:15])[cH:16][cH:17]1. Reactants: Cl (hydrochloric acid), C1(=CC=CC=C1)C1(C(C2=C(C(=C(C=C2C1C1=CC=CC=C1)O)Cl)Cl)=O)C (2,3-diphenyl-2-methyl-5-hydroxy-6,7-dichloro-1-indanone), C([O-])([O-])=O.[K+].[K+] (potassium carbonate), BrCC(=O)OCC (ethyl bromoacetate), [OH-].[Na+] (sodium hydroxide). Solvent: O (water), CN(C=O)C (dimethylformamide), O (water). Run at temperature 90 celsius. The product is O=C1C(C(C2=CC(=C(C(=C12)Cl)Cl)OCC(=O)O)C1=CC=CC=C1)(C)C1=CC=CC=C1 ((1-Oxo-2,3-diphenyl-2-methyl-6,7-dichloro-5-indanyloxy)acetic acid). As a reaction SMILES: [C:1]1([C:7]2([CH3:26])[CH:15]([C:16]3[CH:21]=[CH:20][CH:19]=[CH:18][CH:17]=3)[C:14]3[C:9](=[C:10]([Cl:24])[C:11]([Cl:23])=[C:12]([OH:22])[CH:13]=3)[C:8]2=[O:25])[CH:6]=[CH:5][CH:4]=[CH:3][CH:2]=1.C(=O)([O-])[O-].[K+].[K+].Br[CH2:34][C:35]([O:37]CC)=[O:36].[OH-].[Na+].Cl>CN(C)C=O.O>[O:25]=[C:8]1[C:9]2[C:14](=[CH:13][C:12]([O:22][CH2:34][C:35]([OH:37])=[O:36])=[C:11]([Cl:23])[C:10]=2[Cl:24])[CH:15]([C:16]2[CH:21]=[CH:20][CH:19]=[CH:18][CH:17]=2)[C:7]1([C:1]1[CH:2]=[CH:3][CH:4]=[CH:5][CH:6]=1)[CH3:26] |f:1.2.3,5.6|. Procedure details: A stirred mixture of 2,3-diphenyl-2-methyl-5-hydroxy-6,7-dichloro-1-indanone (2.24 g., 0.00585 mole), potassium carbonate (1.62 g., 0.0117 mole) and ethyl bromoacetate (1.96 g., 0.0117 mole) in dimethylformamide (100 ml.) is warmed at 55°-60° C. for 3 hours, then treated with water (100 ml.)-10N sodium hydroxide solution (5 ml., 0.05 mole) and heated at 90° C. for 1.5 hours. The reaction mixture is added slowly to water (1 l.) -12N hydrochloric acid (10 ml.) to precipitate 1.14 g. of (1-oxo-2,3-...